Task: describe an organic reaction: reactants, conditions, products, and yield. Dataset: the Open Reaction Database (ORD), a public repository of structured organic reaction records Reactants: BrC=1C=CC(=C(C1)[C@@]1(COCC(N1)=O)C)F ((R)-5-(5-bromo-2-fluoro-phenyl)-5-methyl-morpholin-3-one), F[B-](F)(F)F.C[O+](C)C (trimethyloxonium tetrafluoroborate), [Cl-].[NH4+] (ammonium chloride). Yields the product BrC=1C=CC(=C(C1)[C@]1(N=C(COC1)N)C)F ((R)-5-(5-Bromo-2-fluoro-phenyl)-5-methyl-5,6-dihydro-2H-[1,4]oxazin-3-ylamine). As a reaction SMILES: [Br:1][C:2]1[CH:3]=[CH:4][C:5]([F:16])=[C:6]([C@@:8]2([CH3:15])[NH:13][C:12](=O)[CH2:11][O:10][CH2:9]2)[CH:7]=1.F[B-](F)(F)F.C[O+](C)C.[Cl-].[NH4+:27]>>[Br:1][C:2]1[CH:3]=[CH:4][C:5]([F:16])=[C:6]([C@:8]2([CH3:15])[CH2:9][O:10][CH2:11][C:12]([NH2:27])=[N:13]2)[CH:7]=1 |f:1.2,3.4|. Procedure details: In analogy to step a) in the synthesis of building block D, the treatment of (R)-5-(5-bromo-2-fluoro-phenyl)-5-methyl-morpholin-3-one with trimethyloxonium tetrafluoroborate followed by the nucleophilic substitution with ammonium chloride yielded the title compound; its hydrochloride was obtained as a white solid (74%). Mass (calculated) C11H12BrFN2O [287.13]; (found) [M+H]+=287, [M+2+H]+=289.